From a dataset of the Open Reaction Database (ORD), a public repository of structured organic reaction records. describe an organic reaction: reactants, conditions, products, and yield Starting materials: NC1=CC=C(OC2=C3C4=C(C(NC3=NC=C2)=O)C=CC=C4)C=C1 (1-(4-Amino-phenoxy)-5H-benzo[c][1,8]naphthyridin-6-one), ClC1=C(C(=O)Cl)C=C(C=N1)Cl (2,5-dichloro-nicotinoyl chloride), CCN(C(C)C)C(C)C (DIEA). Run in O1CCOCC1 (dioxane), CCOC(=O)C.O (EtOAc H2O). Run at time 8 hour. Product: ClC1=C(C(=O)NC2=CC=C(C=C2)OC2=C3C4=C(C(NC3=NC=C2)=O)C=CC=C4)C=C(C=N1)Cl (2,5-Dichloro-N-[4-(6-oxo-5,6-dihydro-benzo[c][1,8]naphthyridin-1-yloxy)-phenyl]-nicotinamide). Yield: 64.5%. RXN SMILES: [NH2:1][C:2]1[CH:23]=[CH:22][C:5]([O:6][C:7]2[CH:16]=[CH:15][N:14]=[C:13]3[C:8]=2[C:9]2[CH:21]=[CH:20][CH:19]=[CH:18][C:10]=2[C:11](=[O:17])[NH:12]3)=[CH:4][CH:3]=1.[Cl:24][C:25]1[N:33]=[CH:32][C:31]([Cl:34])=[CH:30][C:26]=1[C:27](Cl)=[O:28].CCN(C(C)C)C(C)C>O1CCOCC1.CCOC(C)=O.O>[Cl:24][C:25]1[N:33]=[CH:32][C:31]([Cl:34])=[CH:30][C:26]=1[C:27]([NH:1][C:2]1[CH:23]=[CH:22][C:5]([O:6][C:7]2[CH:16]=[CH:15][N:14]=[C:13]3[C:8]=2[C:9]2[CH:21]=[CH:20][CH:19]=[CH:18][C:10]=2[C:11](=[O:17])[NH:12]3)=[CH:4][CH:3]=1)=[O:28] |f:4.5|. Procedure: Compound 137 (40 mg, 0.13 mmol), 2,5-dichloro-nicotinoyl chloride (28 mg, 0.13 mmol), and DIEA (0.02 mL, 0.13 mmol) were suspended in dioxane (2 mL), and stirred overnight at room temperature. The reaction mixture was diluted with EtOAc/H2O. The resulting precipitate was filtered, washed with EtOAc/H2O, and dried under vacuum to provide 180 (40 mg, 64% yield) as a white solid. LC-MS (M+H=478, obsd.=478). Starting materials: O=C1CCc2cc(Br)ccc21, CC(=O)[O-], CC(=O)[O-], OB(O)c1ccc(OCc2ccccc2)cc1, C1CCC(P(C2CCCCC2)C2CCCCC2)CC1, [F-], [K+], C1COCCO1, [Pd+2]. Yields the product O=C1CCc2cc(-c3ccc(OCc4ccccc4)cc3)ccc21. As a reaction SMILES: [Br:18][c:19]1[cH:20][c:21]2[c:25]([cH:26][cH:27]1)[C:24](=[O:28])[CH2:23][CH2:22]2.[C:56]([O-:57])(=[O:58])[CH3:59].[C:61]([O-:62])(=[O:63])[CH3:64].[CH2:1]([c:2]1[cH:3][cH:4][cH:5][cH:6][cH:7]1)[O:8][c:9]1[cH:10][cH:11][c:12]([B:15]([OH:16])[OH:17])[cH:13][cH:14]1.[CH:29]1([P:30]([CH:31]2[CH2:32][CH2:33][CH2:34][CH2:35][CH2:36]2)[CH:37]2[CH2:38][CH2:39][CH2:40][CH2:41][CH2:42]2)[CH2:43][CH2:44][CH2:45][CH2:46][CH2:47]1.[F-:48].[K+:49].[O:50]1[CH2:51][CH2:52][O:53][CH2:54][CH2:55]1.[Pd+2:60]>>[CH2:1]([c:2]1[cH:3][cH:4][cH:5][cH:6][cH:7]1)[O:8][c:9]1[cH:10][cH:11][c:12](-[c:19]2[cH:20][c:21]3[c:25]([cH:26][cH:27]2)[C:24](=[O:28])[CH2:23][CH2:22]3)[cH:13][cH:14]1. Reactants: C1(CCCC1)OC(=O)NC=1C=CC2=C(N(C=N2)CC2=C(C=C(C(=O)OC)C=C2)OC)C1 (methyl 4-[6-(cyclopentyloxycarbonyl)aminobenzimidazol-1-ylmethyl]-3methoxybenzoate), O1CCCC1 (tetrahydrofuran), O.[OH-].[Li+] (lithium hydroxide monohydrate), Cl (hydrochloric acid). Solvent: O (water), CO (methanol). Run at time 4 hour. The product is C1(CCCC1)OC(=O)NC=1C=CC2=C(N(C=N2)CC2=C(C=C(C(=O)O)C=C2)OC)C1 (4-[6-(Cyclopentyloxycarbonyl)aminobenzimidazol-1-ylmethyl]-3-methoxybenzoic acid). The yield is 78.0%. As a reaction SMILES: [CH:1]1([O:6][C:7]([NH:9][C:10]2[CH:11]=[CH:12][C:13]3[N:17]=[CH:16][N:15]([CH2:18][C:19]4[CH:28]=[CH:27][C:22]([C:23]([O:25]C)=[O:24])=[CH:21][C:20]=4[O:29][CH3:30])[C:14]=3[CH:31]=2)=[O:8])[CH2:5][CH2:4][CH2:3][CH2:2]1.O1CCCC1.O.[OH-].[Li+].Cl>O.CO>[CH:1]1([O:6][C:7]([NH:9][C:10]2[CH:11]=[CH:12][C:13]3[N:17]=[CH:16][N:15]([CH2:18][C:19]4[CH:28]=[CH:27][C:22]([C:23]([OH:25])=[O:24])=[CH:21][C:20]=4[O:29][CH3:30])[C:14]=3[CH:31]=2)=[O:8])[CH2:2][CH2:3][CH2:4][CH2:5]1 |f:2.3.4|. Procedure details: A stirred solution of methyl 4-[6-(cyclopentyloxycarbonyl)aminobenzimidazol-1-ylmethyl]-3methoxybenzoate in 1:1 v/v tetrahydrofuran:methanol (7 ml.) was treated with water (1.4 ml.) and lithium hydroxide monohydrate (0.3 g.). Stirring was continued at ambient temperature for 4 hours. The solvent was then evaporated. The resultant residue was dissolved in water. The solution obtained was acidified with 10% v/v hydrochloric acid. The resultant precipitate was collected by filtration to give the ti... The reactants are O=CC1=CC(OC)=C(O)C=C1 (vanillin), C[N+]1(CCOCC1)[O-] (N-methyl morpholine-N-oxide), CC(=O)C (acetone), 2S, C(N)([O-])=O (carbamate), II (iodine), 3R. The reagents and catalysts are S(=O)(=O)([O-])[O-].[Cu+2] (copper sulfate), [Os](=O)(=O)(=O)=O (osmium tetroxide), [Os](=O)(=O)(=O)=O (osmium tetroxide). Run in O (Water), CO.C(Cl)(Cl)Cl (methanol chloroform), C(Cl)(Cl)Cl (chloroform). Reaction conditions: temperature -8 celsius, time 2 hour. Yields the product O[C@H]1[C@@H](C[C@@H]([C@H]1O)CO)NC(OC(C)(C)C)=O ((-)-(1R,2S,3R,4R)-tert-Butyl N-[2,3-dihydroxy-4-(hydroxymethyl)-1-cyclopentyl]carbamate). Yield: 53.2%. RXN SMILES: [CH3:1][N+]1([O-])CCOCC1.[C:9](=[O:12])([O-:11])[NH2:10].II.[O:15]=[CH:16][C:17]1[CH:25]=[CH:24][C:22]([OH:23])=[C:19]([O:20]C)C=1.[CH3:26][C:27]([CH3:29])=O>[Os](=O)(=O)(=O)=O.S([O-])([O-])(=O)=O.[Cu+2].C(Cl)(Cl)Cl.O.CO.C(Cl)(Cl)Cl>[OH:23][C@@H:22]1[C@H:19]([OH:20])[C@@H:17]([CH2:16][OH:15])[CH2:25][C@H:24]1[NH:10][C:9](=[O:11])[O:12][C:27]([CH3:29])([CH3:1])[CH3:26] |f:6.7,10.11|. Procedure: To a mixture of N-methyl morpholine-N-oxide (146.2 g, 60% in water, 0.749 mol) and osmium tetroxide (9.75 g, 2.5% in tert-butanol, 0.959 mmol) in acetone (1 L) stirring at -8° C. in an ice-acetone bath was added in one portion (-)-(1R,4S)-tert-butyl N-[4-hydroxymethyl)-2-cyclopenten-1-yl]carbamate (152.10 g, 0.7132 mol, from Example 24). The resulting mixture was allowed to warm to room temperature over 16 hours, during which time it became homogeneous. More osmium tetroxide was added (2.602 g, ... The reactants are O1[C@H](COC2=C1C=CC=C2)C(=O)N2C[C@@H](CCC2)C2=CC=C(C=C2)F ((R)-2,3-Dihydrobenzo[1,4]dioxin-2-yl-[(S*)-3-(4-fluorophenyl)piperidin-1-yl]methanone). Run in C1CCOC1 (THF). Yields the product O1[C@H](COC2=C1C=CC=C2)CN2C[C@@H](CCC2)C2=CC=C(C=C2)F ((S*)-1-[(S)-1-(2,3-Dihydrobenzo[1,4]dioxin-2-yl)methyl]-3-(4-fluorophenyl)piperidine). RXN SMILES: [O:1]1[C:6]2[CH:7]=[CH:8][CH:9]=[CH:10][C:5]=2[O:4][CH2:3][C@@H:2]1[C:11]([N:13]1[CH2:18][CH2:17][CH2:16][C@@H:15]([C:19]2[CH:24]=[CH:23][C:22]([F:25])=[CH:21][CH:20]=2)[CH2:14]1)=O>C1COCC1>[O:1]1[C:6]2[CH:7]=[CH:8][CH:9]=[CH:10][C:5]=2[O:4][CH2:3][C@@H:2]1[CH2:11][N:13]1[CH2:18][CH2:17][CH2:16][C@@H:15]([C:19]2[CH:24]=[CH:23][C:22]([F:25])=[CH:21][CH:20]=2)[CH2:14]1. Procedure details: (R)-2,3-Dihydrobenzo[1,4]dioxin-2-yl-[(S*)-3-(4-fluorophenyl)piperidin-1-yl]methanone (20 mg, 0.058 mmol) was treated with BH3 THF according to the above general procedure. Flash chromatography gave the title compound. Reactants: C(C)OC(CC1=C(NC2=CC(=CC=C12)Cl)C(C1=CC=C(C=C1)Cl)=O)=O ([6-chloro-2-(4-chloro-benzoyl)-1H-indol-3-yl]-acetic acid ethyl ester), [OH-].[Na+] (sodium hydroxide). The solvent is CO (methanol), O (water). Conditions: time 24 hour. Product: ClC1=CC=C2C(=C(NC2=C1)C(C1=CC=C(C=C1)Cl)=O)CC(=O)O ([6-chloro-2-(4-chloro-benzoyl)-1H-indol-3-yl]-acetic acid). Yield: 81.0%. Reaction SMILES: C([O:3][C:4](=[O:25])[CH2:5][C:6]1[C:14]2[C:9](=[CH:10][C:11]([Cl:15])=[CH:12][CH:13]=2)[NH:8][C:7]=1[C:16](=[O:24])[C:17]1[CH:22]=[CH:21][C:20]([Cl:23])=[CH:19][CH:18]=1)C.[OH-].[Na+]>CO.O>[Cl:15][C:11]1[CH:10]=[C:9]2[C:14]([C:6]([CH2:5][C:4]([OH:25])=[O:3])=[C:7]([C:16](=[O:24])[C:17]3[CH:18]=[CH:19][C:20]([Cl:23])=[CH:21][CH:22]=3)[NH:8]2)=[CH:13][CH:12]=1 |f:1.2|. Procedure: To a solution of [6-chloro-2-(4-chloro-benzoyl)-1H-indol-3-yl]-acetic acid ethyl ester (200 mg, 0.532 mmol) in methanol (2 ml) and water (0.8 ml) was added sodium hydroxide (137 mg, 3.43 mmol). The reaction mixture was stirred 24 hours, and was concentrated to a low volume. Water (4 ml) was added, the material was transferred to a separatory fumnel and was washed with dichloromethane (5 ml). The aqueous layer was acidified to pH 1 with 1N hydrochloric acid and was extracted with ethyl acetate (1... Reactants: ClC=1N=NC(=CC1OC)Cl (3,6-dichloro-4-methoxy-pyridazine), C(C)(C)(C)OC(=O)N1CCC(CC1)N (4-amino-piperidine-1-carboxylic acid tert-butyl ester), C([O-])([O-])=O.[Cs+].[Cs+] (cesium carbonate), C1=CC=C(C=C1)P(C2=CC=CC=C2)C3=C(C4=CC=CC=C4C=C3)C5=C(C=CC6=CC=CC=C65)P(C7=CC=CC=C7)C8=CC=CC=C8 ((R)-(+)-2,2′-bis (diphenylphosphino)-1,1′-binaphthyl). Reagents/catalysts: C(C)(=O)[O-].[Pd+2].C(C)(=O)[O-] (palladium(II) acetate). Run in C1(=CC=CC=C1)C (toluene). Run at temperature 110 celsius, time 18 hour. Product: C(C)(C)(C)OC(=O)N1CCC(CC1)NC=1N=NC(=CC1OC)Cl (4-(6-Chloro-4-methoxy-pyridazin-3-ylamino)-piperidine-1-carboxylic acid tert-butyl ester). Isolated yield 31.5%. RXN SMILES: Cl[C:2]1[N:3]=[N:4][C:5]([Cl:10])=[CH:6][C:7]=1[O:8][CH3:9].[C:11]([O:15][C:16]([N:18]1[CH2:23][CH2:22][CH:21]([NH2:24])[CH2:20][CH2:19]1)=[O:17])([CH3:14])([CH3:13])[CH3:12].C(=O)([O-])[O-].[Cs+].[Cs+].C1C=CC(P(C2C=CC3C(=CC=CC=3)C=2C2C3C(=CC=CC=3)C=CC=2P(C2C=CC=CC=2)C2C=CC=CC=2)C2C=CC=CC=2)=CC=1>C1(C)C=CC=CC=1.C([O-])(=O)C.[Pd+2].C([O-])(=O)C>[C:11]([O:15][C:16]([N:18]1[CH2:23][CH2:22][CH:21]([NH:24][C:2]2[N:3]=[N:4][C:5]([Cl:10])=[CH:6][C:7]=2[O:8][CH3:9])[CH2:20][CH2:19]1)=[O:17])([CH3:14])([CH3:12])[CH3:13] |f:2.3.4,7.8.9|. Procedure: To a stirred solution of 3,6-dichloro-4-methoxy-pyridazine (0.73 g, 4.08 mmol) (prepared by a procedure similar to that described in Eichenberger, K.; Rometsch, R.; Druey, J. Australian Journal of Chemistry 1956, 9, 1755-1764), 4-amino-piperidine-1-carboxylic acid tert-butyl ester (0.98 g, 4.90 mmol) and cesium carbonate (2.66 g, 8.16 mmol) in toluene (15 ml) in a sealed tube under nitrogen, were added (R)-(+)-2,2′-bis (diphenylphosphino)-1,1′-binaphthyl (0.38 g, 0.61 mmol) and palladium(II) ace... The reactants are COc1cccc(Cc2ccc(C3OCCO3)cc2)c1, [Cl-], Cl, [Na+], C1CCOC1. Product: COc1cccc(Cc2ccc(C=O)cc2)c1. Reaction SMILES: [CH2:1]1[O:2][CH:4]([c:5]2[cH:6][cH:7][c:8]([CH2:11][c:12]3[cH:13][c:14]([O:18][CH3:19])[cH:15][cH:16][cH:17]3)[cH:9][cH:10]2)[O:3][CH2:20]1.[Cl-:23].[ClH:21].[Na+:22].[O:24]1[CH2:25][CH2:26][CH2:27][CH2:28]1>>[O:3]=[CH:4][c:5]1[cH:6][cH:7][c:8]([CH2:11][c:12]2[cH:13][c:14]([O:18][CH3:19])[cH:15][cH:16][cH:17]2)[cH:9][cH:10]1. Reactants: CN(C)C=C1N(CCC(C1)=O)C(C1=CC=CC=C1)(C1=CC=CC=C1)C1=CC=CC=C1 (2-[(Dimethylamino)methylene]-1-triphenylmethyl-4-piperidone), C(O)(O)=O.NC(=N)N (guanidine carbonate). Solvent: C(C)(=O)OCC (ethyl acetate). Yields the product NC=1N=CC2=C(N1)CCN(C2)C(C2=CC=CC=C2)(C2=CC=CC=C2)C2=CC=CC=C2 (2-Amino-5,6,7,8-tetrahydro-6-triphenylmethylpyrido[4,3-d]-pyrimidine). The yield is 80.8%. Reaction SMILES: CN(C=[C:5]1[CH2:10][C:9](=O)[CH2:8][CH2:7][N:6]1[C:12]([C:25]1[CH:30]=[CH:29][CH:28]=[CH:27][CH:26]=1)([C:19]1[CH:24]=[CH:23][CH:22]=[CH:21][CH:20]=1)[C:13]1[CH:18]=[CH:17][CH:16]=[CH:15][CH:14]=1)C.[C:31](=O)(O)O.[NH2:35][C:36]([NH2:38])=[NH:37]>C(OCC)(=O)C>[NH2:37][C:36]1[N:38]=[CH:31][C:8]2[CH2:7][N:6]([C:12]([C:25]3[CH:26]=[CH:27][CH:28]=[CH:29][CH:30]=3)([C:13]3[CH:14]=[CH:15][CH:16]=[CH:17][CH:18]=3)[C:19]3[CH:20]=[CH:21][CH:22]=[CH:23][CH:24]=3)[CH2:5][CH2:10][C:9]=2[N:35]=1 |f:1.2|. Reported procedure: 2-[(Dimethylamino)methylene]-1-triphenylmethyl-4-piperidone (0.172 g, 0.434 mmol) was dissolved in ethyl acetate (4 ml) and treated with guanidine carbonate (47 mg, 0.260 mmol). The reaction mixture was heated to reflux for sixteen hours, and then concentrated in vacuo. Purification of the residue via flash column chromatography (eluant: 3.1 ethyl acetate: hexanes) yielded the title product as a yellow oil (83 mg, 0.21 mmol, 48% yield).